From a dataset of the Open Reaction Database (ORD), a public repository of structured organic reaction records. describe an organic reaction: reactants, conditions, products, and yield The reactants are BrC(C(=O)C1=CC=C(C=C1)C1(CCC1)NC(OC(C)(C)C)=O)C1=CC=CC=C1 (tert-butyl (1-{4-[bromo(phenyl)acetyl]phenyl}cyclobutyl)carbamate), NC=1N=CC(=NC1)C(=O)OCC (ethyl 5-aminopyrazine-2-carboxylate), C(C)(C)N(CC)C(C)C (diisopropylethylamine). The solvent is C(CCC)#N (butyronitrile). Reaction conditions: temperature 120 celsius. Yields the product BrC(C(=O)C1=CC=C(C=C1)C1(CCC1)NC(OC(C)(C)C)=O)C1=CC=CC=C1 (tert-butyl (1-{4-[bromo(phenyl)acetyl]-phenyl}cyclobutyl)carbamate), C(C)(C)(C)OC(=O)NC1(CCC1)C1=CC=C(C=C1)C=1N=C2N(C=C(N=C2)C(=O)OCC)C1C1=CC=CC=C1 (Ethyl 2-(4-{1-[(tert-butoxycarbonyl)amino]cyclobutyl}phenyl)-3-phenylimidazo[1,2-a]pyrazine-6-carboxylate). As a reaction SMILES: [Br:1][CH:2]([C:23]1[CH:28]=[CH:27][CH:26]=[CH:25][CH:24]=1)[C:3]([C:5]1[CH:10]=[CH:9][C:8]([C:11]2([NH:15][C:16](=[O:22])[O:17][C:18]([CH3:21])([CH3:20])[CH3:19])[CH2:14][CH2:13][CH2:12]2)=[CH:7][CH:6]=1)=[O:4].[NH2:29][C:30]1[N:31]=[CH:32][C:33]([C:36]([O:38][CH2:39][CH3:40])=[O:37])=[N:34][CH:35]=1.C(N(C(C)C)CC)(C)C>C(#N)CCC>[Br:1][CH:2]([C:23]1[CH:24]=[CH:25][CH:26]=[CH:27][CH:28]=1)[C:3]([C:5]1[CH:6]=[CH:7][C:8]([C:11]2([NH:15][C:16](=[O:22])[O:17][C:18]([CH3:21])([CH3:20])[CH3:19])[CH2:14][CH2:13][CH2:12]2)=[CH:9][CH:10]=1)=[O:4].[C:18]([O:17][C:16]([NH:15][C:11]1([C:8]2[CH:7]=[CH:6][C:5]([C:3]3[N:29]=[C:30]4[CH:35]=[N:34][C:33]([C:36]([O:38][CH2:39][CH3:40])=[O:37])=[CH:32][N:31]4[C:2]=3[C:23]3[CH:28]=[CH:27][CH:26]=[CH:25][CH:24]=3)=[CH:10][CH:9]=2)[CH2:14][CH2:13][CH2:12]1)=[O:22])([CH3:20])([CH3:19])[CH3:21]. Procedure details: To a mixture of crude tert-butyl (1-{4-[bromo(phenyl)acetyl]phenyl}cyclobutyl)carbamate [Int-1-A] (213 mg, 0.38 mmol, 1.0 eq), ethyl 5-aminopyrazine-2-carboxylate (CAS-Nr. 54013-06-8, 70.5 mg, 0.42 mmol, 1.1 eq.) and diisopropylethylamine (0.055 mL, 0.42 mmol, 1.1 eq) in 2.3 mL butyronitrile was added predried 3 Å mol sieves. The mixture was heated overnight at 120° C. The reaction mixture was partitioned between DCM/water and was filtered through a phase separator. The remaining volatile organi... Starting materials: ClC=1N=C2N(CCC(N(C2=CN1)C)=O)CC#C (9-chloro-2-methyl-6-prop-2-ynyl-2,6,8,10-tetrazabicyclo[5.4.0]undeca-7,9,11-trien-3-one), BrCC#N (bromoacetonitrile), CN(C)C=O (DMF). The product is ClC1=NC=C2N(C(CCN(C2=N1)CC#N)=O)C (2-(10-chloro-6-methyl-5-oxo-2,6,9,11-tetrazabicyclo[5.4.0]undeca-7,9,11-trien-2-yl)acetonitrile). As a reaction SMILES: [Cl:1][C:2]1[N:3]=[C:4]2[C:10](=[CH:11][N:12]=1)[N:9]([CH3:13])[C:8](=[O:14])[CH2:7][CH2:6][N:5]2[CH2:15][C:16]#C.BrCC#[N:21].CN(C=O)C>>[Cl:1][C:2]1[N:3]=[C:4]2[C:10]([N:9]([CH3:13])[C:8](=[O:14])[CH2:7][CH2:6][N:5]2[CH2:15][C:16]#[N:21])=[CH:11][N:12]=1. Procedure: The title compound was prepared by an analogous method to the preparation of Intermediate 154, on a 0.31 mmol scale, utilising bromoacetonitrile (Aldrich; 33 μL, 0.47 mmol), as an amber gum containing 0.6 equivalents of DMF (97 mg, 100%).